Dataset: the Open Reaction Database (ORD), a public repository of structured organic reaction records. Task: describe an organic reaction: reactants, conditions, products, and yield Starting materials: ClC=1C=NC=C(C1CC(=O)C1=CC=C(C=2OCC3(CCOCC3)COC21)OC)Cl (2-(3,5-Dichloropyridin-4-yl)-1-{9-methoxy-spiro[2H-1,5-benzodioxepin-3(4H),4′-tetrahydropyran]-6-yl}ethanone), OO (H2O2). The reagents and catalysts are C[Re](=O)(=O)=O (methyltrioxorhenium(VII)), O=[Mn]=O (MnO2). The solvent is C(Cl)Cl (CH2Cl2), C(Cl)Cl (CH2Cl2). Conditions: time 18 hour. Yields the product ClC=1C=[N+](C=C(C1CC(=O)C1=CC=C(C=2OCC3(CCOCC3)COC21)OC)Cl)[O-] (2-(3,5-Dichloro-1-oxido-pyridin-4-yl)-1-{9-methoxy-spiro[2H-1,5-benzodioxepin-3(4H),4′-tetrahydropyran]-6-yl}ethanone). As a reaction SMILES: [Cl:1][C:2]1[CH:3]=[N:4][CH:5]=[C:6]([Cl:29])[C:7]=1[CH2:8][C:9]([C:11]1[C:26]2[O:25][CH2:24][C:18]3([CH2:23][CH2:22][O:21][CH2:20][CH2:19]3)[CH2:17][O:16][C:15]=2[C:14]([O:27][CH3:28])=[CH:13][CH:12]=1)=[O:10].[OH:30]O>C(Cl)Cl.C[Re](=O)(=O)=O.O=[Mn]=O>[Cl:29][C:6]1[CH:5]=[N+:4]([O-:30])[CH:3]=[C:2]([Cl:1])[C:7]=1[CH2:8][C:9]([C:11]1[C:26]2[O:25][CH2:24][C:18]3([CH2:19][CH2:20][O:21][CH2:22][CH2:23]3)[CH2:17][O:16][C:15]=2[C:14]([O:27][CH3:28])=[CH:13][CH:12]=1)=[O:10]. Procedure details: To a solution 2-(3,5-Dichloropyridin-4-yl)-1-{9-methoxy-spiro[2H-1,5-benzodioxepin-3(4H),4′-tetrahydropyran]-6-yl}ethanone [127] (66 mg, 150 μmmol) in CH2Cl2 (2 mL) was added 30% H2O2 (45 μL) and methyltrioxorhenium(VII) (10 mg). The mixture was stirred for 18 h, added MnO2 (10 mg) and was stirred for another hour. CH2Cl2 (10 mL) was added and the organic phase was washed with water. The combined organic phase was dried over MgSO4 and evaporated to dryness under reduced pressure. Standard HPLC p... The reactants are C1CCC(CC1)NCCCS(=O)(=O)O (CAPS), [OH-].[Na+] (NaOH). The product is C1CCC(CC1)NCCCS(=O)(=O)O.[OH-].[Na+] (CAPS NaOH). As a reaction SMILES: [CH2:1]1[CH2:6][CH2:5][CH:4]([NH:7][CH2:8][CH2:9][CH2:10][S:11]([OH:14])(=[O:13])=[O:12])[CH2:3][CH2:2]1.[OH-:15].[Na+:16]>>[CH2:1]1[CH2:2][CH2:3][CH:4]([NH:7][CH2:8][CH2:9][CH2:10][S:11]([OH:14])(=[O:12])=[O:13])[CH2:5][CH2:6]1.[OH-:15].[Na+:16] |f:1.2,3.4.5|. Procedure details: A 1 M CAPS stock solution is adjusted to pH 10.5 with 50% (w/v) NaOH. A 10-fold dilution of this solution is used in the final crystallization solution formulations, if required. Starting materials: N1CCC(CC1)CC1=CC=C(C=C1)N (4-(piperidin-4-ylmethyl)-phenylamine), C(C)(C)N=C=O (Isopropyl isocyanate). Conditions: time 30 minute. Yields the product C(C)(C)NC(=O)N1CCC(CC1)CC1=CC=C(C=C1)N (4-(1-isopropylaminocarbonylpiperidin-4-ylmethyl)-phenylamine). The yield is 79.9%. Reaction SMILES: [NH:1]1[CH2:6][CH2:5][CH:4]([CH2:7][C:8]2[CH:13]=[CH:12][C:11]([NH2:14])=[CH:10][CH:9]=2)[CH2:3][CH2:2]1.[CH:15]([N:18]=[C:19]=[O:20])([CH3:17])[CH3:16]>>[CH:15]([NH:18][C:19]([N:1]1[CH2:6][CH2:5][CH:4]([CH2:7][C:8]2[CH:9]=[CH:10][C:11]([NH2:14])=[CH:12][CH:13]=2)[CH2:3][CH2:2]1)=[O:20])([CH3:17])[CH3:16]. Procedure details: A solution of 4-(piperidin-4-ylmethyl)-phenylamine (0.57 g, 3 mmol) in dicholoromethane (20 mL) was cooled in an ice bath under nitrogen atmosphere. Isopropyl isocyanate (0.28 g, 3.3 mmol) was added dropwise to the solution and stirred at ice bath temperature for 30 minutes. The reaction mixture was quenched with water and extracted with dichloromethane. The combined organic extracts were washed with water and brine, dried, and solvents removed in vacua. The crude product was chromatographed on ... Starting materials: FC(C(=O)O)(F)F.NC1=NC(=NC=C1C(=O)C1=C(C=CC(=C1)F)OC)NC1CCNCC1 ([4-amino-2-(piperidin-4-ylamino)-pyrimidin-5-yl]-(5-fluoro-2-methoxy-phenyl)-methanone trifluoroacetic acid salt), ClC(=O)OCCC (propyl chloroformate). Product: C(CC)OC(=O)N1CCC(CC1)NC1=NC=C(C(=N1)N)C(C1=C(C=CC(=C1)F)OC)=O (4-[4-amino-5-(5-fluoro-2-methoxy-benzoyl)-pyrimidin-2-ylamino]-piperidine-1-carboxylic acid propyl ester). As a reaction SMILES: FC(F)(F)C(O)=O.[NH2:8][C:9]1[C:14]([C:15]([C:17]2[CH:22]=[C:21]([F:23])[CH:20]=[CH:19][C:18]=2[O:24][CH3:25])=[O:16])=[CH:13][N:12]=[C:11]([NH:26][CH:27]2[CH2:32][CH2:31][NH:30][CH2:29][CH2:28]2)[N:10]=1.Cl[C:34]([O:36][CH2:37][CH2:38][CH3:39])=[O:35]>>[CH2:37]([O:36][C:34]([N:30]1[CH2:29][CH2:28][CH:27]([NH:26][C:11]2[N:10]=[C:9]([NH2:8])[C:14]([C:15](=[O:16])[C:17]3[CH:22]=[C:21]([F:23])[CH:20]=[CH:19][C:18]=3[O:24][CH3:25])=[CH:13][N:12]=2)[CH2:32][CH2:31]1)=[O:35])[CH2:38][CH3:39] |f:0.1|. Procedure: The same procedure as described in Example 60 was used, starting from [4-amino-2-(piperidin-4-ylamino)-pyrimidin-5-yl]-(5-fluoro-2-methoxy-phenyl)-methanone trifluoroacetic acid salt, Example 59, and propyl chloroformate (Aldrich) to give 4-[4-amino-5-(5-fluoro-2-methoxy-benzoyl)-pyrimidin-2-ylamino]-piperidine-1-carboxylic acid propyl ester. MS (M+H)+, 432. The reactants are ClC=1N=CN(C1)C1=C(C=C(C=C1)NC=1N=C(C2=C(N1)C(CC2)C2=CC=CC=C2)N2CC1(C2)OCCO1)OC (N-(4-(4-chloro-1H-imidazol-1-yl)-3-methoxyphenyl)-7-phenyl-4-(5,8-dioxa-2-azaspiro[3.4]octan-2-yl)-6,7-dihydro-5H-cyclopenta[d]pyrimidin-2-amine), O (Water), HClO4. Solvent: CC(=O)C (Acetone). Run at temperature 50 celsius. Product: ClC=1N=CN(C1)C1=C(C=C(C=C1)NC=1N=C(C2=C(N1)C(CC2)C2=CC=CC=C2)N2CC(C2)=O)OC (1-(2-(4-(4-chloro-1H-imidazol-1-yl)-3-methoxyphenylamino)-7-phenyl-6,7-dihydro-5H-cyclopenta[d]pyrimidin-4-yl)azetidin-3-one). Isolated yield 20.1%. As a reaction SMILES: [Cl:1][C:2]1[N:3]=[CH:4][N:5]([C:7]2[CH:12]=[CH:11][C:10]([NH:13][C:14]3[N:15]=[C:16]([N:29]4[CH2:32][C:31]5(OCC[O:33]5)[CH2:30]4)[C:17]4[CH2:22][CH2:21][CH:20]([C:23]5[CH:28]=[CH:27][CH:26]=[CH:25][CH:24]=5)[C:18]=4[N:19]=3)=[CH:9][C:8]=2[O:37][CH3:38])[CH:6]=1.O>CC(C)=O>[Cl:1][C:2]1[N:3]=[CH:4][N:5]([C:7]2[CH:12]=[CH:11][C:10]([NH:13][C:14]3[N:15]=[C:16]([N:29]4[CH2:30][C:31](=[O:33])[CH2:32]4)[C:17]4[CH2:22][CH2:21][CH:20]([C:23]5[CH:28]=[CH:27][CH:26]=[CH:25][CH:24]=5)[C:18]=4[N:19]=3)=[CH:9][C:8]=2[O:37][CH3:38])[CH:6]=1. Procedure details: The mixture of N-(4-(4-chloro-1H-imidazol-1-yl)-3-methoxyphenyl)-7-phenyl-4-(5,8-dioxa-2-azaspiro[3.4]octan-2-yl)-6,7-dihydro-5H-cyclopenta[d]pyrimidin-2-amine (Example 184) (12 mg, 0.023 mmol) in Acetone (161 μL)/Water (32.3 μL)/HClO4, 70% (32.3 μL) was heated at 50° C. overnight. The crude product was purified by Prep-HPLC to get 1-(2-(4-(4-chloro-1H-imidazol-1-yl)-3-methoxyphenylamino)-7-phenyl-6,7-dihydro-5H-cyclopenta[d]pyrimidin-4-yl)azetidin-3-one (2.5 mg, 4.62 μmol, 20.5% yield). LC-MS (... Reactants: [BH3-]C#N, CC(C)CC(NC(=O)C(N)Cc1c[nH]cn1)C(=O)O, [Na+], O=C(O)C(=O)CCc1ccccc1. The product is CC(C)CC(NC(=O)C(Cc1c[nH]cn1)NC(CCc1ccccc1)C(=O)O)C(=O)O. As a reaction SMILES: [C:33]([BH3-:34])#[N:35].[NH2:14][CH:15]([CH2:16][c:17]1[cH:18][nH:19][cH:20][n:21]1)[C:22](=[O:23])[NH:24][CH:25]([CH2:26][CH:27]([CH3:28])[CH3:29])[C:30](=[O:31])[OH:32].[Na+:36].[O:1]=[C:2]([C:3](=[O:4])[OH:5])[CH2:6][CH2:7][c:8]1[cH:9][cH:10][cH:11][cH:12][cH:13]1>>[CH:2]([C:3](=[O:4])[OH:5])([CH2:6][CH2:7][c:8]1[cH:9][cH:10][cH:11][cH:12][cH:13]1)[NH:14][CH:15]([CH2:16][c:17]1[cH:18][nH:19][cH:20][n:21]1)[C:22](=[O:23])[NH:24][CH:25]([CH2:26][CH:27]([CH3:28])[CH3:29])[C:30](=[O:31])[OH:32]. Reactants: ClC1=C2C(=NC=C1C(C1=CC(=CC=C1)F)=O)N(N=C2)CC (4-Chloro-1-ethyl-5-(3-fluorobenzoyl)-1H-pyrazolo[3,4-b]pyridine), Cl.NO (hydroxylamine hydrochloride), Cl (hydrochloric acid). The solvent is C(C)(=O)O (acetic acid). Reaction conditions: time 90 minute. Product: C(C)N1N=CC2=C1N=CC=1C2=NOC1C1=CC(=CC=C1)F (6-Ethyl-3-(3-fluorophenyl)-6H-isoxazolo[3,4-d]pyrazolo[3,4-b]pyridine). The yield is 74.9%. As a reaction SMILES: Cl[C:2]1[C:7]([C:8](=[O:16])[C:9]2[CH:14]=[CH:13][CH:12]=[C:11]([F:15])[CH:10]=2)=[CH:6][N:5]=[C:4]2[N:17]([CH2:20][CH3:21])[N:18]=[CH:19][C:3]=12.Cl.[NH2:23]O.Cl>C(O)(=O)C>[CH2:20]([N:17]1[C:4]2[N:5]=[CH:6][C:7]3[C:2](=[N:23][O:16][C:8]=3[C:9]3[CH:14]=[CH:13][CH:12]=[C:11]([F:15])[CH:10]=3)[C:3]=2[CH:19]=[N:18]1)[CH3:21] |f:1.2|. Procedure: 4-Chloro-1-ethyl-5-(3-fluorobenzoyl)-1H-pyrazolo[3,4-b]pyridine (4.60 g) and hydroxylamine hydrochloride (14.0 g) were refluxed in a solution of 250 ml of acetic acid and 4 ml of concentrated hydrochloric acid. After 90 minutes, the solvent was evaporated and the residue distributed between dichloromethane and an aqueous sodium bicarbonate solution. The organic phase was evaporated and the residue was chromatographed over 230-400 mesh silica gel (10% ethyl acetate/dichloromethane). Evaporation o...